Dataset: the Open Reaction Database (ORD), a public repository of structured organic reaction records. Task: describe an organic reaction: reactants, conditions, products, and yield The reactants are COC=1C=C(C=CC1)O (3-methoxyphenol), N(=O)[O-].[Na+] (sodium nitrite). Solvent: C(CC)(=O)O (propionic acid), O (water). Reaction conditions: time 1 hour. The product is alkoxy nitrosophenols, COC=1C=CC(=C(C1)O)N=O (5-methoxy-2-nitrosophenol), COC=1C=C(C=CC1N=O)O (3-methoxy-4-nitrosophenol). RXN SMILES: [N:1]([O-:3])=[O:2].[Na+].[CH3:5][O:6][C:7]1[CH:8]=[C:9]([OH:13])[CH:10]=[CH:11][CH:12]=1>O.C(O)(=O)CC>[CH3:5][O:6][C:7]1[CH:12]=[CH:11][C:10]([N:1]=[O:3])=[C:9]([OH:13])[CH:8]=1.[CH3:5][O:6][C:7]1[CH:8]=[C:9]([OH:13])[CH:10]=[CH:11][C:12]=1[N:1]=[O:2] |f:0.1|. Procedure: A solution of sodium nitrite (6.9 g, 0.1 mol) dissolved in 15 mL water was added, dropwise, to a solution of 3-methoxyphenol (12.4 g, 0.1 mol) dissolved in propionic acid (100 mL) cooled to -5° to 0° C., at a rate which maintained a temperature of -5° to 0° C. The mixture was stirred for 1 hour to produce a slurry of alkoxy nitrosophenols having a mole ratio of 5-methoxy-2-nitrosophenol to 3-methoxy-4-nitrosophenol of 95:5. Water (85 mL) was added to the slurry and the product was collected by f... Reagents/catalysts: CC(C)(C)[O-].[Na+], C1=CC=C(C=C1)P(C2=CC=CC=C2)C3=C(C4=CC=CC=C4C=C3)C5=C(C=CC6=CC=CC=C65)P(C7=CC=CC=C7)C8=CC=CC=C8, C1=CC=C(C=C1)/C=C/C(=O)/C=C/C2=CC=CC=C2.C1=CC=C(C=C1)/C=C/C(=O)/C=C/C2=CC=CC=C2.C1=CC=C(C=C1)/C=C/C(=O)/C=C/C2=CC=CC=C2.[Pd].[Pd]. Product: CC(C)(C)OC(=O)N1CC2CN(CC2C1)C3=CC(=C(C=C3)Cl)OC. Run at temperature 90 celsius. Procedure: A mixture of tert-butyl hexahydropyrrolo[3,4-c]pyrrole-2(1H)-carboxylate (205 mg, 0.97 mmol), 5-Bromo-2-chloroanisole (235 mg, 1.06 mmol), Sodium tert- butoxide (130 mg, 1.35 mmol), rac-2,2'-Bis(diphenylphosphino)-1,1'-binaphthyl (30.1 mg, 0.05 mmol) and Tris(dibenzylideneacetone)dipalladium(0) (44.2 mg, 0.05 mmol) in toluene (10 mL) under a nitrogen atmosphere was stirred at 90 °C for 12h. The solution was washed with saturated NaHCO3 solution, brine, dried over sodium sulfate, filtered and con... Starting materials: CC(C)(C)OC(=O)N1CC2CNCC2C1, COC1=C(C=CC(=C1)Br)Cl. Run in CC1=CC=CC=C1. The yield is 64.6%.